This data is from the Open Reaction Database (ORD), a public repository of structured organic reaction records. The task is: describe an organic reaction: reactants, conditions, products, and yield Starting materials: CCOC(=O)CNC, COC(=O)c1sccc1S(=O)(=O)Cl, ClC(Cl)Cl, O. Yields the product CCOC(=O)CN(C)S(=O)(=O)c1ccsc1C(=O)OC. As a reaction SMILES: [CH2:14]([CH3:15])[O:16][C:17]([CH2:18][NH:19][CH3:20])=[O:21].[CH3:1][O:2][C:3](=[O:4])[c:5]1[s:6][cH:7][cH:8][c:9]1[S:10](=[O:11])(=[O:12])[Cl:13].[CH:23]([Cl:24])([Cl:25])[Cl:26].[OH2:22]>>[CH3:1][O:2][C:3](=[O:4])[c:5]1[s:6][cH:7][cH:8][c:9]1[S:10](=[O:11])(=[O:12])[N:19]([CH2:18][C:17]([O:16][CH2:14][CH3:15])=[O:21])[CH3:20]. Starting materials: O1CCOC12CCC(CC2)COC2=CC(=C(C(=O)OC(C)(C)C)C=C2Cl)F (tert-butyl 4-(1,4-dioxaspiro[4.5]decan-8-ylmethoxy)-5-chloro-2-fluorobenzoate), C(=C\C)/B1OC(C)(C)C(C)(C)O1 (trans-propenylboronic acid pinacol ester), C12(CC3CC(CC(C1)C3)C2)COC2=CC(=C(C(=O)OC(C)(C)C)C=C2Cl)F (tert-butyl 4-(adamantan-1-ylmethoxy)-5-chloro-2-fluorobenzoate), C1(CC1)B(O)O (cyclopropylboronic acid). Product: C12(CC3CC(CC(C1)C3)C2)COC2=CC(=C(C(=O)OC(C)(C)C)C=C2\C=C\C)F (tert-butyl 4-(adamantan-1-ylmethoxy)-2-fluoro-5-((E)-prop-1-en-1-yl)benzoate). RXN SMILES: O1[C:5]2([CH2:10]CC(COC3C(Cl)=CC(C(OC(C)(C)C)=O)=C(F)C=3)C[CH2:6]2)OCC1.[C:28]12([CH2:38][O:39][C:40]3[C:52](Cl)=[CH:51][C:43]([C:44]([O:46][C:47]([CH3:50])([CH3:49])[CH3:48])=[O:45])=[C:42]([F:54])[CH:41]=3)[CH2:37][CH:32]3[CH2:33][CH:34]([CH2:36][CH:30]([CH2:31]3)[CH2:29]1)[CH2:35]2.C1(B(O)O)CC1.C(/B1OC(C)(C)C(C)(C)O1)=C\C>>[C:28]12([CH2:38][O:39][C:40]3[C:52](/[CH:6]=[CH:5]/[CH3:10])=[CH:51][C:43]([C:44]([O:46][C:47]([CH3:50])([CH3:49])[CH3:48])=[O:45])=[C:42]([F:54])[CH:41]=3)[CH2:37][CH:32]3[CH2:33][CH:34]([CH2:36][CH:30]([CH2:31]3)[CH2:29]1)[CH2:35]2. Procedure: Following the procedure as described in Example 305/306 Step 2 and making variations as required to replace tert-butyl 4-(1,4-dioxaspiro[4.5]decan-8-ylmethoxy)-5-chloro-2-fluorobenzoate with tert-butyl 4-(adamantan-1-ylmethoxy)-5-chloro-2-fluorobenzoate and to replace cyclopropylboronic acid with trans-propenylboronic acid pinacol ester, tert-butyl 4-(adamantan-1-ylmethoxy)-2-fluoro-5-((E)-prop-1-en-1-yl)benzoate was obtained as a yellowish oil (1.20 g, quant.). To a mixture of tert-butyl 4-(ada... Reaction SMILES: [CH3:13][C:14]([CH2:15][c:16]1[n:17][c:18]([CH2:40][CH:41]([OH:42])[c:43]2[cH:44][cH:45][c:46](-[c:49]3[n:50][cH:51][c:52]([F:55])[cH:53][cH:54]3)[cH:47][cH:48]2)[n:19]([C:21]([c:22]2[cH:23][cH:24][cH:25][cH:26][cH:27]2)([c:28]2[cH:29][cH:30][cH:31][cH:32][cH:33]2)[c:34]2[cH:35][cH:36][cH:37][cH:38][cH:39]2)[cH:20]1)([CH2:56][CH3:57])[CH3:58].[O:1]=[C:2]([O:3][CH2:4][CH3:5])[N:6]=[N:7][C:8]([O:9][CH2:10][CH3:11])=[O:12].[O:95]1[CH2:96][CH2:97][CH2:98][CH2:99]1.[c:59]1([P:60]([c:61]2[cH:62][cH:63][cH:64][cH:65][cH:66]2)(=[O:67])[N:73]=[N+:74]=[N-:75])[cH:68][cH:69][cH:70][cH:71][cH:72]1.[c:76]1([P:77]([c:78]2[cH:79][cH:80][cH:81][cH:82][cH:83]2)[c:84]2[cH:85][cH:86][cH:87][cH:88][cH:89]2)[cH:90][cH:91][cH:92][cH:93][cH:94]1>>[CH3:13][C:14]([CH2:15][c:16]1[n:17][c:18]([CH2:40][CH:41]([c:43]2[cH:44][cH:45][c:46](-[c:49]3[n:50][cH:51][c:52]([F:55])[cH:53][cH:54]3)[cH:47][cH:48]2)[N:73]=[N+:74]=[N-:75])[n:19]([C:21]([c:22]2[cH:23][cH:24][cH:25][cH:26][cH:27]2)([c:28]2[cH:29][cH:30][cH:31][cH:32][cH:33]2)[c:34]2[cH:35][cH:36][cH:37][cH:38][cH:39]2)[cH:20]1)([CH2:56][CH3:57])[CH3:58]. Yields the product CCC(C)(C)Cc1cn(C(c2ccccc2)(c2ccccc2)c2ccccc2)c(CC(N=[N+]=[N-])c2ccc(-c3ccc(F)cn3)cc2)n1. Starting materials: CCC(C)(C)Cc1cn(C(c2ccccc2)(c2ccccc2)c2ccccc2)c(CC(O)c2ccc(-c3ccc(F)cn3)cc2)n1, CCOC(=O)N=NC(=O)OCC, C1CCOC1, [N-]=[N+]=NP(=O)(c1ccccc1)c1ccccc1, c1ccc(P(c2ccccc2)c2ccccc2)cc1. Starting materials: [N+](=O)([O-])C1=C(C=CC(=C1)[N+](=O)[O-])CCO (2-(2,4-dinitrophenyl)ethanol), [Cl-] (chloride), C1(=CC=CC=C1)C (toluene), C1(=CC=CC=C1)C (toluene), N1=CC=CC=C1 (pyridine). Run in C(Cl)Cl (CH2Cl2). Product: [N+](=O)([O-])C1=C(C=CC(=C1)[N+](=O)[O-])CCCl (2-(2,4-dinitrophenyl)ethyl chloride). Yield: 98.9%. RXN SMILES: [N+:1]([C:4]1[CH:9]=[C:8]([N+:10]([O-:12])=[O:11])[CH:7]=[CH:6][C:5]=1[CH2:13][CH2:14]O)([O-:3])=[O:2].C1(C)C=CC=CC=1.N1C=CC=CC=1.[Cl-:29]>C(Cl)Cl>[N+:1]([C:4]1[CH:9]=[C:8]([N+:10]([O-:12])=[O:11])[CH:7]=[CH:6][C:5]=1[CH2:13][CH2:14][Cl:29])([O-:3])=[O:2]. Procedure details: 20 g 2-(2,4-dinitrophenyl)ethanol (94 mmol) are dissolved in 120 ml abs. toluene and 4 ml pyridine. 34 g thidnyl chloride (21 ml, 282 mmol) in 20 ml abs. toluene are quickly added in a drop-wise manner. After 2 h under reflux, this is cooled and poured onto ice. This is mixed with 100 ml CH2Cl2 and the aqueous phase is extracted 2× each with 50 ml CH2Cl2. The combined organic phases are dried over Na2SO4, filtered and rotary evaporated. 21.51 g (93 mmol, 98%) 2-(2,4-dinitrophenyl)ethyl chloride ... The reactants are CC(C)(C)OC(=O)NC1CCCN(C(=O)OCC2c3ccccc3-c3ccccc32)C1, CCNCC, CCO. The product is CC(C)(C)OC(=O)NC1CCCNC1. Reaction SMILES: [C:6]([CH3:7])([CH3:8])([CH3:9])[O:10][C:11](=[O:12])[NH:13][CH:14]1[CH2:15][N:16]([C:20]([O:21][CH2:22][CH:23]2[c:24]3[cH:25][cH:26][cH:27][cH:28][c:29]3-[c:30]3[c:31]2[cH:32][cH:33][cH:34][cH:35]3)=[O:36])[CH2:17][CH2:18][CH2:19]1.[CH2:1]([NH:2][CH2:3][CH3:4])[CH3:5].[CH3:37][CH2:38][OH:39]>>[C:6]([CH3:7])([CH3:8])([CH3:9])[O:10][C:11](=[O:12])[NH:13][CH:14]1[CH2:15][NH:16][CH2:17][CH2:18][CH2:19]1. Reactants: N[C@H](C(=O)NCCCC[C@@H](CO)N(CC(C)C)S(=O)(=O)C1=CC=C(C=C1)N)CC1=CC2=CC=CC=C2C=C1 ((2S,5S)-2-Amino-N-{5-[(4-amino-benzenesulfonyl)-isobutyl-amino]-6-hydroxy-hexyl}-3-naphthalen-2-yl-propionamide), N[C@H](C(=O)NCCCC[C@@H](CO)N(CC(C)C)S(=O)(=O)C1=CC=C(C=C1)N)CC1=CC2=CC=CC=C2C=C1 ((2S,5S)-2-Amino-N-{5-[(4-amino-benzenesulfonyl)-isobutyl-amino]-6-hydroxy-hexyl}-3-naphthalen-2-yl-propionamide), C(C(C)C)=O (isobutyraldehyde). The product is NC1=CC=C(C=C1)S(=O)(=O)N([C@@H](CCCCNC([C@H](CC1=CC2=CC=CC=C2C=C1)NCC(C)C)=O)CO)CC(C)C ((2S,5S)-N-{5-[(4-Amino-benzenesulfonyl)-isobutyl-amino]-6-hydroxy-hexyl}-2-isobutylamino-3-naphthalen-2-yl-propionamide). RXN SMILES: [NH2:1][C@@H:2]([CH2:28][C:29]1[CH:38]=[CH:37][C:36]2[C:31](=[CH:32][CH:33]=[CH:34][CH:35]=2)[CH:30]=1)[C:3]([NH:5][CH2:6][CH2:7][CH2:8][CH2:9][C@H:10]([N:13]([S:18]([C:21]1[CH:26]=[CH:25][C:24]([NH2:27])=[CH:23][CH:22]=1)(=[O:20])=[O:19])[CH2:14][CH:15]([CH3:17])[CH3:16])[CH2:11][OH:12])=[O:4].[CH:39](=O)[CH:40]([CH3:42])[CH3:41]>>[NH2:27][C:24]1[CH:23]=[CH:22][C:21]([S:18]([N:13]([CH2:14][CH:15]([CH3:17])[CH3:16])[C@H:10]([CH2:11][OH:12])[CH2:9][CH2:8][CH2:7][CH2:6][NH:5][C:3](=[O:4])[C@@H:2]([NH:1][CH2:39][CH:40]([CH3:42])[CH3:41])[CH2:28][C:29]2[CH:38]=[CH:37][C:36]3[C:31](=[CH:32][CH:33]=[CH:34][CH:35]=3)[CH:30]=2)(=[O:20])=[O:19])=[CH:26][CH:25]=1. Procedure: The title compound was prepared from (2S,5S)-2-amino-N-{5-[(4-amino-benzenesulfonyl)-isobutyl-amino]-6-hydroxy-hexyl}-3-naphthalen-2-yl-propionamide (product of example 49) as described in general procedure F using isobutyraldehyde. The final product was obtained in 57% yield. Reactants: COC(=O)c1ccc(OC)c(-c2c(=O)ccn3nc(Oc4ccc(F)cc4F)ccc23)c1, [Na+], C1COCCO1, [OH-], O. Product: COc1ccc(C(=O)O)cc1-c1c(=O)ccn2nc(Oc3ccc(F)cc3F)ccc12. As a reaction SMILES: [F:1][c:2]1[c:3]([O:4][c:5]2[cH:6][cH:7][c:8]3[n:9]([n:10]2)[cH:11][cH:12][c:13](=[O:27])[c:14]3-[c:15]2[cH:16][c:17]([C:18](=[O:19])[O:20][CH3:21])[cH:22][cH:23][c:24]2[O:25][CH3:26])[cH:28][cH:29][c:30]([F:32])[cH:31]1.[Na+:34].[O:35]1[CH2:36][CH2:37][O:38][CH2:39][CH2:40]1.[OH-:33].[OH2:41]>>[F:1][c:2]1[c:3]([O:4][c:5]2[cH:6][cH:7][c:8]3[n:9]([n:10]2)[cH:11][cH:12][c:13](=[O:27])[c:14]3-[c:15]2[cH:16][c:17]([C:18](=[O:19])[OH:20])[cH:22][cH:23][c:24]2[O:25][CH3:26])[cH:28][cH:29][c:30]([F:32])[cH:31]1. The reactants are C(C)(C)(C)OC(=O)N1CC=2N(C=3C=C(C(=CC3C2)Br)C)[C@@H](C1)C ((R)-8-bromo-4,7-dimethyl-1,2,3,4-tetrahydro-pyrazino[1,2-a]indole-2-carboxylic acid tert-butyl ester), [H][H] (hydrogen). Reagents/catalysts: [Pd] (palladium on charcoal), [Pd] (palladium on charcoal), [Pd] (palladium on charcoal). Run in C(C)O (ethanol). Conditions: time 6 hour. Product: C(C)(C)(C)OC(=O)N1CC=2N(C=3C=C(C=CC3C2)C)[C@@H](C1)C ((R)-4,7-dimethyl-1,2,3,4-tetrahydro-pyrazino[1,2-a]indole-2-carboxylic acid tert-butyl ester). Yield: 49.0%. As a reaction SMILES: [C:1]([O:5][C:6]([N:8]1[CH2:22][C@@H:21]([CH3:23])[N:11]2[C:12]3[CH:13]=[C:14]([CH3:20])[C:15](Br)=[CH:16][C:17]=3[CH:18]=[C:10]2[CH2:9]1)=[O:7])([CH3:4])([CH3:3])[CH3:2].[H][H]>C(O)C.[Pd]>[C:1]([O:5][C:6]([N:8]1[CH2:22][C@@H:21]([CH3:23])[N:11]2[C:12]3[CH:13]=[C:14]([CH3:20])[CH:15]=[CH:16][C:17]=3[CH:18]=[C:10]2[CH2:9]1)=[O:7])([CH3:4])([CH3:2])[CH3:3]. Procedure: To a solution of 1.52 g (R)-8-bromo-4,7-dimethyl-1,2,3,4-tetrahydro-pyrazino[1,2-a]indole-2-carboxylic acid tert-butyl ester in 15 ml ethanol was added 0.15 g 10% palladium on charcoal and the mixture was stirred under a hydrogen atmosphere for 6 h. A further 0.15 g 10% palladium on charcoal was added and the mixture was stirred a further 6hunder a hydrogen atmosphere. Again 0.15 g 10% palladium on charcoal was added and the mixture was stirred a further 6 h under a hydrogen atmosphere. The cata... The reactants are ClC1=CC=C2C(=C1)NC(C21C(N(C(CC1C1=CC(=CC=C1)Cl)=O)CC(=O)F)C(=C)C)=O (racemic (2′R,3R,4′S)-6-chloro-4′-(3-chlorophenyl)-1′-fluorocarbonylmethyl-2′-isopropenylspiro[3H-indole-3,3′-piperidine]-2,6′(1H)-dione), CN1CCC(CC1)N (1-methyl-piperidin-4-ylamine), CN1CCOCC1 (N-methylmorpholine). The reagents and catalysts are CN(C1=CC=NC=C1)C (4-dimethylaminopyridine). The solvent is O1CCCC1 (tetrahydrofuran). Yields the product ClC1=CC=C2C(=C1)NC(C21C(N(C(CC1C1=CC(=CC=C1)Cl)=O)CC(=O)NC1CCN(CC1)C)C(=C)C)=O (racemic (2′R,3R,4′S)-6-chloro-4′-(3-chlorophenyl)-2′-isopropenyl-1′-[(1-methyl-piperidin-4-yl)aminocarbonyl-methyl]spiro[3H-indole-3,3′ piperidine]-2,6′(1H)-dione). The yield is 31.2%. RXN SMILES: [Cl:1][C:2]1[CH:7]=[C:6]2[NH:8][C:9](=[O:31])[C:10]3([CH:15]([C:16]4[CH:21]=[CH:20][CH:19]=[C:18]([Cl:22])[CH:17]=4)[CH2:14][C:13](=[O:23])[N:12]([CH2:24][C:25](F)=[O:26])[CH:11]3[C:28]([CH3:30])=[CH2:29])[C:5]2=[CH:4][CH:3]=1.[CH3:32][N:33]1[CH2:38][CH2:37][CH:36]([NH2:39])[CH2:35][CH2:34]1.CN1CCOCC1>CN(C)C1C=CN=CC=1.O1CCCC1>[Cl:1][C:2]1[CH:7]=[C:6]2[NH:8][C:9](=[O:31])[C:10]3([CH:15]([C:16]4[CH:21]=[CH:20][CH:19]=[C:18]([Cl:22])[CH:17]=4)[CH2:14][C:13](=[O:23])[N:12]([CH2:24][C:25]([NH:39][CH:36]4[CH2:37][CH2:38][N:33]([CH3:32])[CH2:34][CH2:35]4)=[O:26])[CH:11]3[C:28]([CH3:30])=[CH2:29])[C:5]2=[CH:4][CH:3]=1. Procedure details: In a manner similar to the method described in example 34b, racemic (2′R,3R,4′S)-6-chloro-4′-(3-chlorophenyl)-1′-fluorocarbonylmethyl-2′-isopropenylspiro[3H-indole-3,3′-piperidine]-2,6′(1H)-dione (0.2 g, 0.433 mmol) prepared in example 116d was reacted with 1-methyl-piperidin-4-ylamine (0.134 mg, 0.95 mmol), N-methylmorpholine (99 mg, 0.95 mmol) and 4-dimethylaminopyridine (5 mg) in tetrahydrofuran to give racemic (2′R,3R,4′S)-6-chloro-4′-(3-chlorophenyl)-2′-isopropenyl-1′-[(1-methyl-piperidin-4... Starting materials: CCOC(C)=O, CCN(C(C)C)C(C)C, COc1cc(C(=O)N2CCC(CCCS(=O)(=O)[O-])(c3ccc(Cl)c(Cl)c3)C2)cc(OC)c1OC, Cl, O=C1NC(=O)C2(CCNCC2)N1c1ccc(F)cc1, CN(C)C=O. The product is COc1cc(C(=O)N2CCC(CCN3CCC4(CC3)C(=O)NC(=O)N4c3ccc(F)cc3)(c3ccc(Cl)c(Cl)c3)C2)cc(OC)c1OC. Reaction SMILES: [CH3:69][CH2:70][O:71][C:72](=[O:73])[CH3:74].[CH:55]([N:56]([CH2:57][CH3:58])[CH:59]([CH3:60])[CH3:61])([CH3:62])[CH3:63].[Cl:1][c:2]1[cH:3][c:4]([C:9]2([CH2:28][CH2:29][CH2:30][S:31]([O-:32])(=[O:33])=[O:34])[CH2:10][N:11]([C:14]([c:15]3[cH:16][c:17]([O:25][CH3:26])[c:18]([O:23][CH3:24])[c:19]([O:21][CH3:22])[cH:20]3)=[O:27])[CH2:12][CH2:13]2)[cH:5][cH:6][c:7]1[Cl:8].[ClH:35].[F:36][c:37]1[cH:38][cH:39][c:40]([N:43]2[C:44](=[O:54])[NH:45][C:46](=[O:53])[C:47]23[CH2:48][CH2:49][NH:50][CH2:51][CH2:52]3)[cH:41][cH:42]1.[O:64]=[CH:65][N:66]([CH3:67])[CH3:68]>>[Cl:1][c:2]1[cH:3][c:4]([C:9]2([CH2:28][CH2:29][N:50]3[CH2:49][CH2:48][C:47]4([N:43]([c:40]5[cH:39][cH:38][c:37]([F:36])[cH:42][cH:41]5)[C:44](=[O:54])[NH:45][C:46]4=[O:53])[CH2:52][CH2:51]3)[CH2:10][N:11]([C:14]([c:15]3[cH:16][c:17]([O:25][CH3:26])[c:18]([O:23][CH3:24])[c:19]([O:21][CH3:22])[cH:20]3)=[O:27])[CH2:12][CH2:13]2)[cH:5][cH:6][c:7]1[Cl:8].